This data is from the Open Reaction Database (ORD), a public repository of structured organic reaction records. The task is: describe an organic reaction: reactants, conditions, products, and yield The reactants are FC(CN=C(NC1=NC(=NC=C1)SCCCC#N)N)(F)F (4-[4-(2-[2,2,2-trifluoroethyl]guanidino)pyrimid-2-ylthio]butyronitrile), OS(=O)(=O)O (H2SO4), [OH-].[Na+] (NaOH). The solvent is O (water). Reaction conditions: time 3 hour. The product is FC(CN=C(NC1=NC(=NC=C1)SCCCC(=O)N)N)(F)F (4-[4-(2-[2,2,2-trifluoroethyl]guanidino)pyrimid-2-ylthio]butyramide). As a reaction SMILES: [F:1][C:2]([F:21])([F:20])[CH2:3][N:4]=[C:5]([NH2:19])[NH:6][C:7]1[CH:12]=[CH:11][N:10]=[C:9]([S:13][CH2:14][CH2:15][CH2:16][C:17]#[N:18])[N:8]=1.[OH:22]S(O)(=O)=O.[OH-].[Na+]>O>[F:21][C:2]([F:1])([F:20])[CH2:3][N:4]=[C:5]([NH2:19])[NH:6][C:7]1[CH:12]=[CH:11][N:10]=[C:9]([S:13][CH2:14][CH2:15][CH2:16][C:17]([NH2:18])=[O:22])[N:8]=1 |f:2.3|. Procedure details: A mixture of 4-[4-(2-[2,2,2-trifluoroethyl]guanidino)pyrimid-2-ylthio]butyronitrile (0.14 g.) and concentrated H2SO4 was left at room temperature for 3 hours and then diluted with crushed ice and water. The solution was basified with 10 N aqueous NaOH and the mixture extracted three times with EtOAc. The combined extracts were dried and evaporated to dryness to give 4-[4-(2-[2,2,2-trifluoroethyl]guanidino)pyrimid-2-ylthio]butyramide (0.13 g.) which was characterised as the hydrogen maleate, m.p....